The task is: describe an organic reaction: reactants, conditions, products, and yield. This data is from the Open Reaction Database (ORD), a public repository of structured organic reaction records. Starting materials: CC[Si](CC)(CC)OC(CBr)c1ccc2c(c1)COC(C)(C)O2, C1COCCO1, CCOCC, NCc1ccccc1, O. Product: CC[Si](CC)(CC)OC(CNCc1ccccc1)c1ccc2c(c1)COC(C)(C)O2. RXN SMILES: [Br:1][CH2:2][CH:3]([c:4]1[cH:5][c:6]2[c:7]([cH:14][cH:15]1)[O:8][C:9]([CH3:12])([CH3:13])[O:10][CH2:11]2)[O:16][Si:17]([CH2:18][CH3:19])([CH2:20][CH3:21])[CH2:22][CH3:23].[CH2:38]1[O:39][CH2:40][CH2:41][O:42][CH2:43]1.[CH3:33][CH2:34][O:35][CH2:36][CH3:37].[NH2:24][CH2:25][c:26]1[cH:27][cH:28][cH:29][cH:30][cH:31]1.[OH2:32]>>[CH2:2]([CH:3]([c:4]1[cH:5][c:6]2[c:7]([cH:14][cH:15]1)[O:8][C:9]([CH3:12])([CH3:13])[O:10][CH2:11]2)[O:16][Si:17]([CH2:18][CH3:19])([CH2:20][CH3:21])[CH2:22][CH3:23])[NH:24][CH2:25][c:26]1[cH:27][cH:28][cH:29][cH:30][cH:31]1. Product: OC1=C(C=CC(=C1)C)N1C(C=2C(C1=O)=CC=CC2)=O (N-(2-Hydroxy-4-methylphenyl)phthalimide). Reported procedure: A solution of phthalic anhydride (14.81 g, 0.10 mole) and 6-amino-m-cresol (12.32 g, 0.10 mole) in 200 mL of acetic acid was stirred at ambient temperature for 30 minutes and then refluxed for 6 hours. The solution was cooled and poured into 500 mL ice-water with rapid stirring and the resultant solid was collected by suction filtration, washed with ice-cold water several times and air dried overnight to afford 24.1 g (95% yield) of product 1 as a light brown solid, mp 251-254° C. TLC (silica ; ... As a reaction SMILES: [C:1]1(=[O:11])[O:6][C:4](=O)[C:3]2=[CH:7][CH:8]=[CH:9][CH:10]=[C:2]12.[NH2:12][C:13]1[CH:14]=[CH:15][C:16]([CH3:20])=[CH:17][C:18]=1[OH:19]>C(O)(=O)C>[OH:19][C:18]1[CH:17]=[C:16]([CH3:20])[CH:15]=[CH:14][C:13]=1[N:12]1[C:1](=[O:11])[C:2]2=[CH:10][CH:9]=[CH:8][CH:7]=[C:3]2[C:4]1=[O:6]. Run in C(C)(=O)O (acetic acid). The reactants are C1(C=2C(C(=O)O1)=CC=CC2)=O (phthalic anhydride), NC=1C=CC(=CC1O)C (6-amino-m-cresol), ice water. The yield is 95.2%. The reactants are O=C([O-])[O-], CCOC(=O)C(C)=NNC, CC#N, CCc1cc(Cl)cc(CC)c1CC(=O)Cl, [K+], [K+]. Product: CCOC(=O)C(C)=NN(C)C(=O)Cc1c(CC)cc(Cl)cc1CC. Reaction SMILES: [C:11](=[O:12])([O-:13])[O-:14].[CH3:1][NH:2][N:3]=[C:4]([C:5](=[O:6])[O:7][CH2:8][CH3:9])[CH3:10].[CH3:32][C:33]#[N:34].[Cl:17][c:18]1[cH:19][c:20]([CH2:30][CH3:31])[c:21]([CH2:26][C:27](=[O:28])[Cl:29])[c:22]([CH2:24][CH3:25])[cH:23]1.[K+:15].[K+:16]>>[CH3:1][N:2]([N:3]=[C:4]([C:5](=[O:6])[O:7][CH2:8][CH3:9])[CH3:10])[C:27]([CH2:26][c:21]1[c:20]([CH2:30][CH3:31])[cH:19][c:18]([Cl:17])[cH:23][c:22]1[CH2:24][CH3:25])=[O:28]. Starting materials: N[C@@H](CC(C)C)C(=O)O (L-Leucine), C(CC(C)C)=O (isovaleraldehyde), [OH-].[Na+] (NaOH). Reagents/catalysts: [Pd] (Pd/C). Run in C(C)O (ethanol). Yields the product CC(CN[C@@H](CC(C)C)C(=O)O)CC (N-(2-methylbutyl)-leucine). Yield: 32.6%. RXN SMILES: [NH2:1][C@H:2]([C:7]([OH:9])=[O:8])[CH2:3][CH:4]([CH3:6])[CH3:5].[CH:10](=O)[CH2:11][CH:12]([CH3:14])[CH3:13].[OH-].[Na+]>[Pd].C(O)C>[CH3:13][CH:12]([CH2:11][CH3:10])[CH2:14][NH:1][C@H:2]([C:7]([OH:9])=[O:8])[CH2:3][CH:4]([CH3:6])[CH3:5] |f:2.3|. Reported procedure: A vessel containing 100 g of L-Leucine, 1600 mL of ethanol, 8 g of 2% Pd/C, and 131.5 g of isovaleraldehyde was shaken under hydrogen. After the reaction was finished, the ethanol solution was collected by filtration. Then 300 mL of concentrated HCl was added to the Pd/C-compound mixture, and the mixture was filtered again to give the second filtrate. The second filtration provided the product in concentrated HCl, and it was added NaOH to pH 6.5. The product precipitated out as a white solid, an... Starting materials: 200g, C([O-])([O-])=O.[K+].[K+] (potassium carbonate), ice, 5g, [I-].[Na+] (sodium iodide), CN(CCCCl)C (3-dimethylaminopropyl chloride), C1=CC(=CC=C1N)O (p-aminophenol), [H-].[Na+] (sodium hydride). Run in C1(=CC=CC=C1)C (toluene), CN(C=O)C (dimethylformamide). Run at temperature 70 celsius. Yields the product CN(CCCOC1=CC=C(C=C1)N)C (4-[3-(Dimethylamino)propoxy]benzeneamine). As a reaction SMILES: [CH:1]1[C:6]([NH2:7])=[CH:5][CH:4]=[C:3]([OH:8])[CH:2]=1.[H-].[Na+].[I-].[Na+].[CH3:13][N:14]([CH3:19])[CH2:15][CH2:16][CH2:17]Cl.C(=O)([O-])[O-].[K+].[K+]>CN(C)C=O.C1(C)C=CC=CC=1>[CH3:13][N:14]([CH3:19])[CH2:15][CH2:16][CH2:17][O:8][C:3]1[CH:4]=[CH:5][C:6]([NH2:7])=[CH:1][CH:2]=1 |f:1.2,3.4,6.7.8|. Procedure details: A stirred solution of 65.4g (0.60 mole) of p-aminophenol in 250 ml of dimethylformamide is treated portion-wise with 28.6g (0.60 mole) of 50% sodium hydride. The temperature is maintained below 35° C during the addition, warmed to 70° C then cooled to 25° C. The mixture is treated with 5g of sodium iodide and 476 ml of a 1.89 N toluene solution of 3-dimethylaminopropyl chloride, then heated at 100°-105° C for 3 hours. The cooled mixture is poured over 500 ml of ice and extracted with 300 ml of e... Starting materials: [BH4-], CC(C)O, Cl, [Na+], O, CCOC(=O)C(=O)CSc1ccc(-c2ccccc2)cc1. Yields the product CCOC(=O)C(O)CSc1ccc(-c2ccccc2)cc1. Reaction SMILES: [BH4-:22].[CH:26]([OH:27])([CH3:28])[CH3:29].[ClH:25].[Na+:23].[OH2:24].[c:1]1(-[c:16]2[cH:17][cH:18][cH:19][cH:20][cH:21]2)[cH:2][cH:3][c:4]([S:7][CH2:8][C:9]([C:10](=[O:11])[O:12][CH2:13][CH3:14])=[O:15])[cH:5][cH:6]1>>[c:1]1(-[c:16]2[cH:17][cH:18][cH:19][cH:20][cH:21]2)[cH:2][cH:3][c:4]([S:7][CH2:8][CH:9]([C:10](=[O:11])[O:12][CH2:13][CH3:14])[OH:15])[cH:5][cH:6]1. Starting materials: N1(CCCC1)[C@H]1[C@@H](CCCC1)NC ((±)-trans-2-Pyrrolidinyl-N-methylcyclohexylamine), C(Cl)Cl (CH2Cl2), C(C)(C)N(C(C)C)CC (N,N-diisopropylethylamine), FC(C1=CC=C(C=C1)CC(=O)O)(F)F (4-trifluoromethylphenyl acetic acid), O.ON1N=NC2=C1C=CC=C2 (1-hydroxybenzotriazole hydrate), C(Cl)Cl (CH2Cl2), CCN=C=NCCCN(C)C (EDCI). Conditions: temperature 5 celsius, time 30 minute. Product: Cl.FC(C1=CC=C(C=C1)CC(=O)N([C@H]1[C@@H](CCCC1)N1CCCC1)C)(F)F ((±)-trans-4-Trifluoromethyl-N-methyl-N-[2-(1-pyrrolidinyl)cyclohexyl]-phenylacetamide Hydrochloride). As a reaction SMILES: [F:1][C:2]([F:14])([F:13])[C:3]1[CH:8]=[CH:7][C:6]([CH2:9][C:10]([OH:12])=O)=[CH:5][CH:4]=1.O.ON1C2C=CC=CC=2N=N1.CCN=C=NCCCN(C)C.[N:37]1([C@@H:42]2[CH2:47][CH2:46][CH2:45][CH2:44][C@H:43]2[NH:48][CH3:49])[CH2:41][CH2:40][CH2:39][CH2:38]1.C(N(CC)C(C)C)(C)C.C(Cl)[Cl:60]>>[ClH:60].[F:13][C:2]([F:1])([F:14])[C:3]1[CH:4]=[CH:5][C:6]([CH2:9][C:10]([N:48]([CH3:49])[C@@H:43]2[CH2:44][CH2:45][CH2:46][CH2:47][C@H:42]2[N:37]2[CH2:41][CH2:40][CH2:39][CH2:38]2)=[O:12])=[CH:7][CH:8]=1 |f:1.2,7.8|. Procedure: To a solution of 4-trifluoromethylphenyl acetic acid (1.45 g, 7.08 mmol) in 10 mL of dry CH2Cl2 under a nitrogen atmosphere was added 1-hydroxybenzotriazole hydrate (HOBT) (0.95 g, 7.08 mmol) and stirred. The reaction mixture was cooled to 0→5° C. and added solid EDCI ([1-(3-dimethylaminopropyl)-3-ethyl-carbodiimide HCl]) (1.35 g, 7.08 mmol) and stirrat this temperature for 30 min. A solution (±) 3 (1.0 g, 5.48 mmol) in 10 mL of dry CH2Cl2 was added followed by N,N-diisopropylethylamine (Hunig's... Procedure: The desired compound is prepared by subjecting 2-(N-carbobenzyloxy-glycylimino)-3-methyl-1,3,4-thiadiazoline-5-sulphonamide (0.5 gm) suspended in glacial acetic acid (5ml) to a solution of hydrogen bromide in glacial acetic acid (32% w/w. 8.0 ml) at room temperature for about 1 hour with stirring. Diethyl ether (50 ml) is then added and the mixture set aside for three hours at 0° C. The solid precipitate is collected, washed with diethyl ether, and dried to give the desired product, 2-(glycylimi... Reactants: C(=O)(OCC1=CC=CC=C1)NCC(=O)N=C1SC(=NN1C)S(=O)(=O)N (2-(N-carbobenzyloxy-glycylimino)-3-methyl-1,3,4-thiadiazoline-5-sulphonamide), Br (hydrogen bromide), C(C)OCC (Diethyl ether). Reaction SMILES: C([NH:11][CH2:12][C:13]([N:15]=[C:16]1[N:20]([CH3:21])[N:19]=[C:18]([S:22]([NH2:25])(=[O:24])=[O:23])[S:17]1)=[O:14])(OCC1C=CC=CC=1)=O.[BrH:26].C(OCC)C>C(O)(=O)C>[BrH:26].[NH2:11][CH2:12][C:13]([N:15]=[C:16]1[N:20]([CH3:21])[N:19]=[C:18]([S:22]([NH2:25])(=[O:23])=[O:24])[S:17]1)=[O:14] |f:4.5|. The product is Br.NCC(=O)N=C1SC(=NN1C)S(=O)(=O)N (2-(glycylimino)-3-methyl-1,3,4-thiadiazoline-5-sulphonamide hydrobromide). Run in C(C)(=O)O (acetic acid), C(C)(=O)O (acetic acid). Reaction conditions: time 3 hour. Reactants: N#N.C(C)OC(CN(CCOC)C([C@@H](NS(=O)(=O)C1=CC2=CC(=C(C=C2C=C1)OC)OC)CCCNC(N)=N)=O)=O (N2 (6,7-dimethoxy-2-naphthylsulfonyl)-L-arginyl-N-(2-methoxyethyl)glycine ethyl ester). The solvent is C(C)O (ethanol), [OH-].[Na+] (sodium hydroxide). Product: N#N.COC=1C=C2C=CC(=CC2=CC1OC)S(=O)(=O)N[C@@H](CCCNC(N)=N)C(=O)N(CC(=O)O)CCOC (N2 (6,7-dimethoxy-2-naphthylsulfonyl)-L-arginyl-N-(2-methoxyethyl)glycine). Yield: 55.4%. As a reaction SMILES: [N:1]#[N:2].C([O:5][C:6](=[O:41])[CH2:7][N:8]([C:13](=[O:40])[C@H:14]([CH2:33][CH2:34][CH2:35][NH:36][C:37](=[NH:39])[NH2:38])[NH:15][S:16]([C:19]1[CH:28]=[CH:27][C:26]2[C:21](=[CH:22][C:23]([O:31][CH3:32])=[C:24]([O:29][CH3:30])[CH:25]=2)[CH:20]=1)(=[O:18])=[O:17])[CH2:9][CH2:10][O:11][CH3:12])C>C(O)C.[OH-].[Na+]>[N:1]#[N:2].[CH3:30][O:29][C:24]1[CH:25]=[C:26]2[C:21](=[CH:22][C:23]=1[O:31][CH3:32])[CH:20]=[C:19]([S:16]([NH:15][C@H:14]([C:13]([N:8]([CH2:9][CH2:10][O:11][CH3:12])[CH2:7][C:6]([OH:41])=[O:5])=[O:40])[CH2:33][CH2:34][CH2:35][NH:36][C:37](=[NH:38])[NH2:39])(=[O:18])=[O:17])[CH:28]=[CH:27]2 |f:0.1,3.4,5.6|. Procedure: A solution of 2.5 g of N2 -(6,7-dimethoxy-2-naphthylsulfonyl)-L-arginyl-N-(2-methoxyethyl)glycine ethyl ester in 5 ml of ethanol and 7 ml of 1N sodium hydroxide solution was stirred for 30 hours at room temperature. At the end of this period, the solution was concentrated to 5 ml, chromatographed on 80 ml of Daiaion ®SK 102 ion exchange resin (200 - 300 mesh, H+ form manufactured by Mitsubishi Chemical Industries Limited) packed in water, washed with water, and eluted with 3% ammonium hydroxide ... The reactants are CS(=O)(=O)O[C@@H]1C([C@@H](CC1)NC=1C=2N(N=CC1C(N)=O)C=CC2)(C)C (cis-3-(3-carbamoylpyrrolo[1,2-b]pyridazin-4-ylamino)-2,2-dimethylcyclopentyl methanesulfonate), 1,8-diazabiclo[5,4,0]undec-7-ene. The solvent is CN(C=O)C (N,N-dimethylformamide). Conditions: temperature 130 celsius, time 2 hour. Yields the product CC1(C(CC=C1)NC=1C=2N(N=CC1C(=O)N)C=CC2)C ((+/−)-4-((2,2-dimethyl-3-cyclopenten-1-yl)amino)pyrrolo[1,2-b]pyridazine-3-carboxamide). Isolated yield 47.0%. RXN SMILES: CS(O[C@H:6]1[CH2:10][CH2:9][C@@H:8]([NH:11][C:12]2[C:13]3[N:14]([CH:21]=[CH:22][CH:23]=3)[N:15]=[CH:16][C:17]=2[C:18](=[O:20])[NH2:19])[C:7]1([CH3:25])[CH3:24])(=O)=O>CN(C)C=O>[CH3:24][C:7]1([CH3:25])[CH:6]=[CH:10][CH2:9][CH:8]1[NH:11][C:12]1[C:13]2[N:14]([CH:21]=[CH:22][CH:23]=2)[N:15]=[CH:16][C:17]=1[C:18]([NH2:19])=[O:20]. Procedure details: A mixture of crude cis-3-(3-carbamoylpyrrolo[1,2-b]pyridazin-4-ylamino)-2,2-dimethylcyclopentyl methanesulfonate (from Step 1), 1,8-diazabiclo[5,4,0]undec-7-ene (0.235 mL, 1.561 mmol) and N,N-dimethylformamide (2 mL) was stirred at 130° C. for 2 h, cooled to room temperature and quenched with saturated sodium bicarbonate (3 mL). Following addition of ethyl acetate (80 mL), the mixture was washed with water, brine, dried (MgSO4), filtered and concentrated. Silica gel chromatography, eluting with ...